This data is from the Open Reaction Database (ORD), a public repository of structured organic reaction records. The task is: describe an organic reaction: reactants, conditions, products, and yield Reactants: O (H2O), N1C(NCC1)=O (2-imidazolidinone), 34.5, C(=O)([O-])[O-].[K+].[K+] (K2CO3), C(C1=CC=CC=C1)OC1=CC=C(CCl)C=C1 (4-benzyloxybenzyl chloride). Run in CS(=O)C (dimethylsulfoxide). Reaction conditions: time 1.7 hour. Yields the product C(C1=CC=CC=C1)OC1=CC=C(CN2C(NCC2)=O)C=C1 (1-(4-Benzyloxybenzyl)-2-imidazolidinone). Reaction SMILES: [NH:1]1[CH2:5][CH2:4][NH:3][C:2]1=[O:6].C([O-])([O-])=O.[K+].[K+].[CH2:13]([O:20][C:21]1[CH:28]=[CH:27][C:24]([CH2:25]Cl)=[CH:23][CH:22]=1)[C:14]1[CH:19]=[CH:18][CH:17]=[CH:16][CH:15]=1.O>CS(C)=O>[CH2:13]([O:20][C:21]1[CH:22]=[CH:23][C:24]([CH2:25][N:1]2[CH2:5][CH2:4][NH:3][C:2]2=[O:6])=[CH:27][CH:28]=1)[C:14]1[CH:15]=[CH:16][CH:17]=[CH:18][CH:19]=1 |f:1.2.3|. Procedure: A 21.5 g (0.25 mole) portion of 2-imidazolidinone in 250 ml of dimethylsulfoxide was treated with 34.5 (0.25 mole) of K2CO3, 20.0 g (0.12 mole) of KI and 58.5 g (0.25 mole) of 4-benzyloxybenzyl chloride. The reaction mixture was heated to 105° over 0.5 hours, held at 105°-110° for 1.7 hours, poured with stirring into 1.5 l of H2O, stirred for 0.3 hours and filtered. The green-yellow solid was washed with 300 ml of H2O, air dried overnight, and dried to a constant weight at 60°, m.p. 110°-122°. Y... Starting materials: BrCCOC1=C(C=C(C=C1)NC(COC1=C(C=C(C=C1)C(F)(F)F)Cl)=O)Cl (N-[4-(2-bromo-ethoxy)-3-chloro-phenyl]-2-(2-chloro-4-trifluoromethyl-phenoxy)-acetamide), N1CCC(CC1)C(=O)OCC (ethyl piperidine-4-carboxylate). Product: ClC1=C(OCCN2CCC(CC2)C(=O)OCC)C=CC(=C1)NC(COC1=C(C=C(C=C1)C(F)(F)F)Cl)=O (ethyl 1-(2-{2-chloro-4-[2-(2-chloro-4-trifluoromethyl-phenoxy)-acetylamino]-phenoxy}-ethyl)-piperidine4-carboxylate). RXN SMILES: Br[CH2:2][CH2:3][O:4][C:5]1[CH:10]=[CH:9][C:8]([NH:11][C:12](=[O:26])[CH2:13][O:14][C:15]2[CH:20]=[CH:19][C:18]([C:21]([F:24])([F:23])[F:22])=[CH:17][C:16]=2[Cl:25])=[CH:7][C:6]=1[Cl:27].[NH:28]1[CH2:33][CH2:32][CH:31]([C:34]([O:36][CH2:37][CH3:38])=[O:35])[CH2:30][CH2:29]1>>[Cl:27][C:6]1[CH:7]=[C:8]([NH:11][C:12](=[O:26])[CH2:13][O:14][C:15]2[CH:20]=[CH:19][C:18]([C:21]([F:24])([F:23])[F:22])=[CH:17][C:16]=2[Cl:25])[CH:9]=[CH:10][C:5]=1[O:4][CH2:3][CH2:2][N:28]1[CH2:33][CH2:32][CH:31]([C:34]([O:36][CH2:37][CH3:38])=[O:35])[CH2:30][CH2:29]1. Procedure: Prepared analogously to Example 145 starting from N-[4-(2-bromo-ethoxy)-3-chloro-phenyl]-2-(2-chloro-4-trifluoromethyl-phenoxy)-acetamide (Z28b) and ethyl piperidine-4-carboxylate. Yields the product CCc1ccc(-c2ccc(Cl)cc2)cc1N. Reactants: CCc1ccc(Br)cc1N, COCCOC, OB(O)c1ccc(Cl)cc1, [Na+], [Na+], O=C([O-])[O-], O, [Pd], c1ccc(P(c2ccccc2)c2ccccc2)cc1, c1ccc(P(c2ccccc2)c2ccccc2)cc1, c1ccc(P(c2ccccc2)c2ccccc2)cc1, c1ccc(P(c2ccccc2)c2ccccc2)cc1. RXN SMILES: [Br:11][c:12]1[cH:13][cH:14][c:15]([CH2:19][CH3:20])[c:16]([NH2:17])[cH:18]1.[CH3:27][O:28][CH2:29][CH2:30][O:31][CH3:32].[Cl:1][c:2]1[cH:3][cH:4][c:5]([B:8]([OH:9])[OH:10])[cH:6][cH:7]1.[Na+:21].[Na+:22].[O-:23][C:24](=[O:25])[O-:26].[OH2:33].[Pd:34].[c:35]1([P:36]([c:37]2[cH:38][cH:39][cH:40][cH:41][cH:42]2)[c:43]2[cH:44][cH:45][cH:46][cH:47][cH:48]2)[cH:49][cH:50][cH:51][cH:52][cH:53]1.[c:54]1([P:55]([c:56]2[cH:57][cH:58][cH:59][cH:60][cH:61]2)[c:62]2[cH:63][cH:64][cH:65][cH:66][cH:67]2)[cH:68][cH:69][cH:70][cH:71][cH:72]1.[c:73]1([P:74]([c:75]2[cH:76][cH:77][cH:78][cH:79][cH:80]2)[c:81]2[cH:82][cH:83][cH:84][cH:85][cH:86]2)[cH:87][cH:88][cH:89][cH:90][cH:91]1.[c:92]1([P:93]([c:94]2[cH:95][cH:96][cH:97][cH:98][cH:99]2)[c:100]2[cH:101][cH:102][cH:103][cH:104][cH:105]2)[cH:106][cH:107][cH:108][cH:109][cH:110]1>>[Cl:1][c:2]1[cH:3][cH:4][c:5](-[c:12]2[cH:13][cH:14][c:15]([CH2:19][CH3:20])[c:16]([NH2:17])[cH:18]2)[cH:6][cH:7]1. The reactants are OC1=C(C=C(C=O)C=C1)[N+](=O)[O-] (4-hydroxy-3-nitrobenzaldehyde), substituted-2-nitrophenols, C1(=CC=CC=C1)O (phenol), COC(C(C)Br)=O (methyl-2-bromopropanoate). Yields the product C(=O)C1=CC(=C(OC(C(=O)OC)C)C=C1)[N+](=O)[O-] (Methyl 2-(4-formyl-2-nitrophenoxy)propanoate). Isolated yield 61.0%. RXN SMILES: [OH:1][C:2]1[CH:9]=[CH:8][C:5]([CH:6]=[O:7])=[CH:4][C:3]=1[N+:10]([O-:12])=[O:11].C1(O)C=CC=CC=1.[CH3:20][O:21][C:22](=[O:26])[CH:23](Br)[CH3:24]>>[CH:6]([C:5]1[CH:8]=[CH:9][C:2]([O:1][CH:23]([CH3:24])[C:22]([O:21][CH3:20])=[O:26])=[C:3]([N+:10]([O-:12])=[O:11])[CH:4]=1)=[O:7]. Procedure details: Using 4-hydroxy-3-nitrobenzaldehyde as the phenol and methyl-2-bromopropanoate as the alkylating agent in the general procedure for alkylation of substituted-2-nitrophenols gives a light yellow solid (1.55 g, 61% yield): 1H NMR (400 MHz, DMSO-d6) δ ppm 1.57 (d, J=6.82 Hz, 3H) 3.70 (s, 3H) 5.46 (q, J=6.65 Hz, 1H) 7.45 (d, J=8.84 Hz, 1H) 8.13 (d, J=8.84 Hz, 1H) 8.43 (s, 1H) 9.94 (s, 1 H). ESI-MS: m/z 254.1 (M+H)+. Product: CC(C=C)OC1=C2C=CC=NC2=CC(=N1)C1=CC(=C(C(=C1)OC)OC)OC (5-(1-Methyl-allyloxy)-7-(3,4,5-trimethoxy-phenyl)-[1,6]-naphthyridine). The reactants are ClC1=C2C=CC=NC2=CC(=N1)C1=CC(=C(C(=C1)OC)OC)OC (5-chloro-7-(3,4,5-trimethoxy-phenyl)-[1,6]-naphthyridine), CC(C=C)O ((R/S)-but-3-en-2-ol). Reported procedure: 5-(1-Methyl-allyloxy)-7-(3,4,5-trimethoxy-phenyl)-[1,6]-naphthyridine (for Example 31) was prepared from 5-chloro-7-(3,4,5-trimethoxy-phenyl)-[1,6]-naphthyridine and (R/S)-but-3-en-2-ol using an analogous procedure Reaction SMILES: Cl[C:2]1[N:11]=[C:10]([C:12]2[CH:17]=[C:16]([O:18][CH3:19])[C:15]([O:20][CH3:21])=[C:14]([O:22][CH3:23])[CH:13]=2)[CH:9]=[C:8]2[C:3]=1[CH:4]=[CH:5][CH:6]=[N:7]2.[CH3:24][CH:25]([OH:28])[CH:26]=[CH2:27]>>[CH3:24][CH:25]([O:28][C:2]1[N:11]=[C:10]([C:12]2[CH:17]=[C:16]([O:18][CH3:19])[C:15]([O:20][CH3:21])=[C:14]([O:22][CH3:23])[CH:13]=2)[CH:9]=[C:8]2[C:3]=1[CH:4]=[CH:5][CH:6]=[N:7]2)[CH:26]=[CH2:27]. Reactants: ClCCBr, CN(C)C=O, [H-], [H][H], O=c1[nH]c2ccccc2o1. Yields the product O=c1oc2ccccc2n1CCCl. Reaction SMILES: [Br:14][CH2:15][CH2:16][Cl:17].[CH3:18][N:19]([CH3:20])[CH:21]=[O:22].[H-:11].[H:12][H:13].[o:1]1[c:2](=[O:10])[nH:3][c:4]2[c:5]1[cH:6][cH:7][cH:8][cH:9]2>>[o:1]1[c:2](=[O:10])[n:3]([CH2:15][CH2:16][Cl:17])[c:4]2[c:5]1[cH:6][cH:7][cH:8][cH:9]2.